Dataset: the Open Reaction Database (ORD), a public repository of structured organic reaction records. Task: describe an organic reaction: reactants, conditions, products, and yield Starting materials: Cc1c(F)cc(C(=O)NC2CC2)cc1-c1ccc2c(=O)n(CC3CC3)cc(S(=O)(=O)N3CCN(C(=O)OC(C)(C)C)CC3)c2c1, ClCCl, O=C(O)C(F)(F)F. The product is Cc1c(F)cc(C(=O)NC2CC2)cc1-c1ccc2c(=O)n(CC3CC3)cc(S(=O)(=O)N3CCNCC3)c2c1. RXN SMILES: [CH:1]1([NH:4][C:5](=[O:6])[c:7]2[cH:8][c:9]([F:45])[c:10]([CH3:44])[c:11](-[c:13]3[cH:14][c:15]4[c:16]([S:28](=[O:29])(=[O:30])[N:31]5[CH2:32][CH2:33][N:34]([C:37]([O:38][C:39]([CH3:40])([CH3:41])[CH3:42])=[O:43])[CH2:35][CH2:36]5)[cH:17][n:18]([CH2:24][CH:25]5[CH2:26][CH2:27]5)[c:19](=[O:23])[c:20]4[cH:21][cH:22]3)[cH:12]2)[CH2:2][CH2:3]1.[Cl:53][CH2:54][Cl:55].[OH:46][C:47]([C:48]([F:49])([F:50])[F:51])=[O:52]>>[CH:1]1([NH:4][C:5](=[O:6])[c:7]2[cH:8][c:9]([F:45])[c:10]([CH3:44])[c:11](-[c:13]3[cH:14][c:15]4[c:16]([S:28](=[O:29])(=[O:30])[N:31]5[CH2:32][CH2:33][NH:34][CH2:35][CH2:36]5)[cH:17][n:18]([CH2:24][CH:25]5[CH2:26][CH2:27]5)[c:19](=[O:23])[c:20]4[cH:21][cH:22]3)[cH:12]2)[CH2:2][CH2:3]1. The product is CCC1(C(=O)O)CCC(NC(=O)OC(C)(C)C)C1. The reactants are CCC1(C(=O)O)C=CC(NC(=O)OC(C)(C)C)C1, CCO. As a reaction SMILES: [C:1]([CH3:2])([CH3:3])([CH3:4])[O:5][C:6](=[O:7])[NH:8][CH:9]1[CH:10]=[CH:11][C:12]([C:14](=[O:15])[OH:16])([CH2:17][CH3:18])[CH2:13]1.[CH3:19][CH2:20][OH:21]>>[C:1]([CH3:2])([CH3:3])([CH3:4])[O:5][C:6](=[O:7])[NH:8][CH:9]1[CH2:10][CH2:11][C:12]([C:14](=[O:15])[OH:16])([CH2:17][CH3:18])[CH2:13]1.